describe an organic reaction: reactants, conditions, products, and yield From a dataset of the Open Reaction Database (ORD), a public repository of structured organic reaction records. Reactants: BrCC1CCCCC1, CC(C)(C)[O-], Cc1cc(O)cc(O)c1, [K+], CN(C)C=O, O. Yields the product Cc1cc(O)cc(OCC2CCCCC2)c1. Reaction SMILES: [Br:17][CH2:18][CH:19]1[CH2:20][CH2:21][CH2:22][CH2:23][CH2:24]1.[CH3:11][C:12]([CH3:13])([O-:14])[CH3:15].[CH3:1][c:2]1[cH:3][c:4]([OH:5])[cH:6][c:7]([OH:8])[cH:9]1.[K+:16].[O:25]=[CH:26][N:27]([CH3:28])[CH3:29].[OH2:10]>>[CH3:1][c:2]1[cH:3][c:4]([O:5][CH2:18][CH:19]2[CH2:20][CH2:21][CH2:22][CH2:23][CH2:24]2)[cH:6][c:7]([OH:8])[cH:9]1.